Dataset: the Open Reaction Database (ORD), a public repository of structured organic reaction records. Task: describe an organic reaction: reactants, conditions, products, and yield The reactants are O=C([O-])[O-], CC(C)=O, O=S(=O)(Cl)C(F)(F)F, O=[N+]([O-])c1cccc(F)c1O, [K+], [K+]. Yields the product O=[N+]([O-])c1cccc(F)c1OS(=O)(=O)C(F)(F)F. As a reaction SMILES: [C:12](=[O:13])([O-:14])[O-:15].[CH3:26][C:27](=[O:28])[CH3:29].[F:18][C:19]([S:20](=[O:21])(=[O:22])[Cl:23])([F:24])[F:25].[F:1][c:2]1[c:3]([OH:11])[c:4]([N+:8](=[O:9])[O-:10])[cH:5][cH:6][cH:7]1.[K+:16].[K+:17]>>[F:1][c:2]1[c:3]([O:11][S:20]([C:19]([F:18])([F:24])[F:25])(=[O:21])=[O:22])[c:4]([N+:8](=[O:9])[O-:10])[cH:5][cH:6][cH:7]1. Reactants: [H-].[Al+3].[Li+].[H-].[H-].[H-] (lithium aluminum hydride), CC1=C(N=C(O1)C1=CC=CC=C1)CN1C=CC=2C(=CC=CC12)C(=O)OC (methyl 1-[(5-methyl-2-phenyloxazol-4-yl)methyl]indole-4-carboxylate), O (water), [OH-].[Na+] (sodium hydroxide), O (water). Solvent: O1CCCC1 (tetrahydrofuran), O1CCCC1 (tetrahydrofuran). Reaction conditions: time 1 hour. Yields the product OCC1=C2C=CN(C2=CC=C1)CC=1N=C(OC1C)C1=CC=CC=C1 (4-hydroxymethyl-1-[(5-methyl-2-phenyloxazol-4-yl)methyl]indole). The yield is 99.3%. Reaction SMILES: [H-].[Al+3].[Li+].[H-].[H-].[H-].[CH3:7][C:8]1[O:12][C:11]([C:13]2[CH:18]=[CH:17][CH:16]=[CH:15][CH:14]=2)=[N:10][C:9]=1[CH2:19][N:20]1[C:28]2[CH:27]=[CH:26][CH:25]=[C:24]([C:29](OC)=[O:30])[C:23]=2[CH:22]=[CH:21]1.O.[OH-].[Na+]>O1CCCC1>[OH:30][CH2:29][C:24]1[CH:25]=[CH:26][CH:27]=[C:28]2[C:23]=1[CH:22]=[CH:21][N:20]2[CH2:19][C:9]1[N:10]=[C:11]([C:13]2[CH:18]=[CH:17][CH:16]=[CH:15][CH:14]=2)[O:12][C:8]=1[CH3:7] |f:0.1.2.3.4.5,8.9|. Procedure: To a suspension of 114 mg of lithium aluminum hydride in 5 ml of tetrahydrofuran, there was dropwise added a solution obtained by dissolving, in 5 ml of tetrahydrofuran, 1.04 g of methyl 1-[(5-methyl-2-phenyloxazol-4-yl)methyl]indole-4-carboxylate prepared in Example 28 over 30 minutes, with ice-cooling and under an argon gas atmosphere. After stirring the reaction solution for one hour, there were, in order, added 0.11 ml of water, 0.11 ml of a 15% aqueous sodium hydroxide solution and 0.33 ml ... The reactants are OCCBr, CCC1CC(Nc2ncc(O)c(Cc3cc(C(F)(F)F)cc(C(F)(F)F)c3)n2)c2cc(C(F)(F)F)ccc2N1C(=O)OCC(C)(C)C(=O)OC, CN(C)C=O, [H-], [Na+]. Product: CCC1CC(Nc2ncc(OCCO)c(Cc3cc(C(F)(F)F)cc(C(F)(F)F)c3)n2)c2cc(C(F)(F)F)ccc2N1C(=O)OCC(C)(C)C(=O)OC. RXN SMILES: [Br:53][CH2:54][CH2:55][OH:56].[CH3:1][O:2][C:3](=[O:4])[C:5]([CH2:6][O:7][C:8](=[O:9])[N:10]1[CH:11]([CH2:47][CH3:48])[CH2:12][CH:13]([NH:24][c:25]2[n:26][cH:27][c:28]([OH:46])[c:29]([CH2:31][c:32]3[cH:33][c:34]([C:42]([F:43])([F:44])[F:45])[cH:35][c:36]([C:38]([F:39])([F:40])[F:41])[cH:37]3)[n:30]2)[c:14]2[cH:15][c:16]([C:20]([F:21])([F:22])[F:23])[cH:17][cH:18][c:19]21)([CH3:49])[CH3:50].[CH3:57][N:58]([CH3:59])[CH:60]=[O:61].[H-:51].[Na+:52]>>[CH3:1][O:2][C:3](=[O:4])[C:5]([CH2:6][O:7][C:8](=[O:9])[N:10]1[CH:11]([CH2:47][CH3:48])[CH2:12][CH:13]([NH:24][c:25]2[n:26][cH:27][c:28]([O:46][CH2:54][CH2:55][OH:56])[c:29]([CH2:31][c:32]3[cH:33][c:34]([C:42]([F:43])([F:44])[F:45])[cH:35][c:36]([C:38]([F:39])([F:40])[F:41])[cH:37]3)[n:30]2)[c:14]2[cH:15][c:16]([C:20]([F:21])([F:22])[F:23])[cH:17][cH:18][c:19]21)([CH3:49])[CH3:50]. As a reaction SMILES: [CH:23]([N:24]([CH2:25][CH3:26])[CH:27]([CH3:28])[CH3:29])([CH3:30])[CH3:31].[Cl:1][c:2]1[cH:3][cH:4][c:5]2[n:6]([n:7]1)[c:8]([C:11]([F:12])([F:13])[F:14])[n:9][n:10]2.[N:15]1([C:21]#[N:22])[CH2:16][CH2:17][NH:18][CH2:19][CH2:20]1.[O:32]=[CH:33][N:34]([CH3:35])[CH3:36]>>[c:2]1([N:18]2[CH2:17][CH2:16][N:15]([C:21]#[N:22])[CH2:20][CH2:19]2)[cH:3][cH:4][c:5]2[n:6]([n:7]1)[c:8]([C:11]([F:12])([F:13])[F:14])[n:9][n:10]2. Product: N#CN1CCN(c2ccc3nnc(C(F)(F)F)n3n2)CC1. The reactants are CCN(C(C)C)C(C)C, FC(F)(F)c1nnc2ccc(Cl)nn12, N#CN1CCNCC1, CN(C)C=O. The reactants are ice water, ClC1=NC=CN=C1Cl (2,3-dichloropyrazine), C(CC(=O)OCC)(=O)OCC (diethyl malonate), C([O-])([O-])=O.[Cs+].[Cs+] (cesium carbonate). The solvent is CS(=O)C (dimethyl sulfoxide). Run at temperature 110 celsius, time 8 hour. The product is ClC=1C(=NC=CN1)C(C(=O)OCC)C(=O)OCC (diethyl (3-chloro-2-pyrazinyl)malonate). The yield is 39.4%. Reaction SMILES: Cl[C:2]1[C:7]([Cl:8])=[N:6][CH:5]=[CH:4][N:3]=1.[C:9]([O:17][CH2:18][CH3:19])(=[O:16])[CH2:10][C:11]([O:13][CH2:14][CH3:15])=[O:12].C(=O)([O-])[O-].[Cs+].[Cs+]>CS(C)=O>[Cl:8][C:7]1[C:2]([CH:10]([C:11]([O:13][CH2:14][CH3:15])=[O:12])[C:9]([O:17][CH2:18][CH3:19])=[O:16])=[N:3][CH:4]=[CH:5][N:6]=1 |f:2.3.4|. Procedure: A mixture of 3.73 g of 2,3-dichloropyrazine, 8.80 g of diethyl malonate, 30 ml of dimethyl sulfoxide and 17.9 g of cesium carbonate was stirred for 8 hours at 110° C. under a nitrogen atmosphere. The reaction mixture was allowed to cool to room temperature, then, to this was added ice water and extracted with ethyl acetate. The organic layer was washed with saturated brine twice, and dried over anhydrous magnesium sulfate, then, concentrated under reduced pressure. 3.67 g of the resultant residu...